From a dataset of the Open Reaction Database (ORD), a public repository of structured organic reaction records. describe an organic reaction: reactants, conditions, products, and yield The reactants are CO, N#Cc1cnc2c(sc3ccccc32)c1Cl, Cl, Nc1ccc(Cl)cc1Cl, c1ccncc1. Yields the product N#Cc1cnc2c(sc3ccccc32)c1Nc1ccc(Cl)cc1Cl. Reaction SMILES: [CH3:33][OH:34].[Cl:1][c:2]1[c:3]2[c:4]([n:5][cH:6][c:7]1[C:8]#[N:9])[c:10]1[c:11]([s:12]2)[cH:13][cH:14][cH:15][cH:16]1.[ClH:26].[NH2:17][c:18]1[cH:19][cH:20][c:21]([Cl:22])[cH:23][c:24]1[Cl:25].[n:27]1[cH:28][cH:29][cH:30][cH:31][cH:32]1>>[c:2]1([NH:17][c:18]2[cH:19][cH:20][c:21]([Cl:22])[cH:23][c:24]2[Cl:25])[c:3]2[c:4]([n:5][cH:6][c:7]1[C:8]#[N:9])[c:10]1[c:11]([s:12]2)[cH:13][cH:14][cH:15][cH:16]1. The reactants are CCOC(=O)C1(c2ccc(B3OC(C)(C)C(C)(C)O3)cc2)CC1, COc1ccc(C(C)OC(=O)Nc2c(C)noc2-c2ccc(Br)cc2)cc1. Yields the product CCOC(=O)C1(c2ccc(-c3ccc(-c4onc(C)c4NC(=O)OC(C)c4ccc(OC)cc4)cc3)cc2)CC1. As a reaction SMILES: [CH2:28]([CH3:29])[O:30][C:31](=[O:32])[C:33]1([c:36]2[cH:37][cH:38][c:39]([B:42]3[O:43][C:44]([CH3:45])([CH3:46])[C:47]([CH3:48])([CH3:49])[O:50]3)[cH:40][cH:41]2)[CH2:34][CH2:35]1.[CH3:1][O:2][c:3]1[cH:4][cH:5][c:6]([CH:9]([CH3:10])[O:11][C:12]([NH:13][c:14]2[c:15]([CH3:26])[n:16][o:17][c:18]2-[c:19]2[cH:20][cH:21][c:22]([Br:25])[cH:23][cH:24]2)=[O:27])[cH:7][cH:8]1>>[CH3:1][O:2][c:3]1[cH:4][cH:5][c:6]([CH:9]([CH3:10])[O:11][C:12]([NH:13][c:14]2[c:15]([CH3:26])[n:16][o:17][c:18]2-[c:19]2[cH:20][cH:21][c:22](-[c:39]3[cH:38][cH:37][c:36]([C:33]4([C:31]([O:30][CH2:28][CH3:29])=[O:32])[CH2:34][CH2:35]4)[cH:41][cH:40]3)[cH:23][cH:24]2)=[O:27])[cH:7][cH:8]1. Reactants: C1(=CC=C(C=C1)S(=O)(=O)O)C (p-toluene sulfonic acid), C(C)(=O)O (acetic acid), ClC=1C=C(CO)C=CC1 (3-chlorobenzyl alcohol). Product: C(C)(=O)OCC1=CC(=CC=C1)Cl (3-chlorobenzyl acetate). Isolated yield 93.0%. As a reaction SMILES: [Cl:1][C:2]1[CH:3]=[C:4]([CH:7]=[CH:8][CH:9]=1)[CH2:5][OH:6].C1(C)C=CC(S(O)(=O)=O)=CC=1.[C:21](O)(=[O:23])[CH3:22]>>[C:21]([O:6][CH2:5][C:4]1[CH:7]=[CH:8][CH:9]=[C:2]([Cl:1])[CH:3]=1)(=[O:23])[CH3:22]. Procedure: 71 g. of 3-chlorobenzyl alcohol, 60 cm3. of acetic acid and 1 g of p-toluene sulfonic acid are refluxed for 5 hours then the excess of acetic acid distilled off in vacuo. The residue is dissolved in 100 cm3. of 1,2-dichloro ethane and the solution washed with 10% sodium hydrogen carbonate solutin then with water and evaporated. The residue is distilled in vacuo. 85.5 g. of 3-chlorobenzyl acetate are obtained. Boiling point 105°-110° C./933.4 Pa, nD25 : 1.5185, yield 93%. Reactants: O=C([O-])[O-], CN(C)C=O, CCOC(=O)c1cnc(N2CCc3ccccc32)nc1Cl, OCc1ccc(OC(F)(F)F)cc1, [K+], [K+], O. Product: CCOC(=O)c1cnc(N2CCc3ccccc32)nc1OCc1ccc(OC(F)(F)F)cc1. As a reaction SMILES: [C:22](=[O:23])([O-:24])[O-:25].[CH3:42][N:43]([CH3:44])[CH:45]=[O:46].[Cl:1][c:2]1[n:3][c:4]([N:13]2[CH2:14][CH2:15][c:16]3[cH:17][cH:18][cH:19][cH:20][c:21]32)[n:5][cH:6][c:7]1[C:8](=[O:9])[O:10][CH2:11][CH3:12].[F:28][C:29]([O:30][c:31]1[cH:32][cH:33][c:34]([CH2:35][OH:36])[cH:37][cH:38]1)([F:39])[F:40].[K+:26].[K+:27].[OH2:41]>>[c:2]1([O:36][CH2:35][c:34]2[cH:33][cH:32][c:31]([O:30][C:29]([F:28])([F:39])[F:40])[cH:38][cH:37]2)[n:3][c:4]([N:13]2[CH2:14][CH2:15][c:16]3[cH:17][cH:18][cH:19][cH:20][c:21]32)[n:5][cH:6][c:7]1[C:8](=[O:9])[O:10][CH2:11][CH3:12]. Starting materials: CN(C)CCCOC(CCCc1ccccc1)c1ccc(OCc2ccccc2)cc1, CC(=O)O, CCO, [H][H]. Yields the product CN(C)CCCOC(CCCc1ccccc1)c1ccc(O)cc1. As a reaction SMILES: [CH3:1][N:2]([CH3:3])[CH2:4][CH2:5][CH2:6][O:7][CH:8]([CH2:9][CH2:10][CH2:11][c:12]1[cH:13][cH:14][cH:15][cH:16][cH:17]1)[c:18]1[cH:19][cH:20][c:21]([O:24][CH2:25][c:26]2[cH:27][cH:28][cH:29][cH:30][cH:31]2)[cH:22][cH:23]1.[CH3:32][C:33](=[O:34])[OH:35].[CH3:36][CH2:37][OH:38].[H:39][H:40]>>[CH3:1][N:2]([CH3:3])[CH2:4][CH2:5][CH2:6][O:7][CH:8]([CH2:9][CH2:10][CH2:11][c:12]1[cH:13][cH:14][cH:15][cH:16][cH:17]1)[c:18]1[cH:19][cH:20][c:21]([OH:24])[cH:22][cH:23]1.